Dataset: the Open Reaction Database (ORD), a public repository of structured organic reaction records. Task: describe an organic reaction: reactants, conditions, products, and yield Starting materials: O=C(c1ncc[nH]1)c1ncc[nH]1, ClCCl, COC(=O)C(N)Cc1cc(C)c2[nH]ncc2c1, O=C1Nc2ccccc2CN1C1CCNCC1. Yields the product COC(=O)C(Cc1cc(C)c2[nH]ncc2c1)NC(=O)N1CCC(N2Cc3ccccc3NC2=O)CC1. Reaction SMILES: [C:18](=[O:19])([c:20]1[nH:21][cH:22][cH:23][n:24]1)[c:25]1[nH:26][cH:27][cH:28][n:29]1.[CH2:47]([Cl:48])[Cl:49].[CH3:1][O:2][C:3]([CH:4]([CH2:5][c:6]1[cH:7][c:8]2[cH:9][n:10][nH:11][c:12]2[c:13]([CH3:15])[cH:14]1)[NH2:16])=[O:17].[NH:30]1[CH2:31][CH2:32][CH:33]([N:36]2[C:37](=[O:46])[NH:38][c:39]3[cH:40][cH:41][cH:42][cH:43][c:44]3[CH2:45]2)[CH2:34][CH2:35]1>>[CH3:1][O:2][C:3]([CH:4]([CH2:5][c:6]1[cH:7][c:8]2[cH:9][n:10][nH:11][c:12]2[c:13]([CH3:15])[cH:14]1)[NH:16][C:18](=[O:19])[N:30]1[CH2:31][CH2:32][CH:33]([N:36]2[C:37](=[O:46])[NH:38][c:39]3[cH:40][cH:41][cH:42][cH:43][c:44]3[CH2:45]2)[CH2:34][CH2:35]1)=[O:17]. Reactants: C(C)C1=C(N)C(=CC(=C1)C(C(F)(F)F)(C(F)(F)F)F)C (2-Ethyl-4-(1,1,1,2,3,3,3-heptafluoropropan-2-yl)-6-methylaniline), N1=CC=CC=C1 (pyridine), crude product, C(#N)C1=C(C=C(C(=O)Cl)C=C1)C (4-cyano-3-methylbenzoyl chloride). The reagents and catalysts are CN(C1=CC=NC=C1)C (4-dimethylaminopyridine). Run in O (water), O1CCCC1 (tetrahydrofuran). Reaction conditions: temperature 50 celsius. The product is C(#N)C1=C(C=C(C(=O)NC2=C(C=C(C=C2C)C(C(F)(F)F)(C(F)(F)F)F)CC)C=C1)C (4-cyano-N-[2-ethyl-4-(1,1,1,2,3,3,3-heptafluoropropan-2-yl)-6-methylphenyl]-3-methylbenzamide). The yield is 84.5%. As a reaction SMILES: [CH2:1]([C:3]1[CH:9]=[C:8]([C:10]([F:19])([C:15]([F:18])([F:17])[F:16])[C:11]([F:14])([F:13])[F:12])[CH:7]=[C:6]([CH3:20])[C:4]=1[NH2:5])[CH3:2].N1C=CC=CC=1.[C:27]([C:29]1[CH:37]=[CH:36][C:32]([C:33](Cl)=[O:34])=[CH:31][C:30]=1[CH3:38])#[N:28]>O1CCCC1.CN(C)C1C=CN=CC=1.O>[C:27]([C:29]1[CH:37]=[CH:36][C:32]([C:33]([NH:5][C:4]2[C:6]([CH3:20])=[CH:7][C:8]([C:10]([F:19])([C:11]([F:14])([F:13])[F:12])[C:15]([F:16])([F:17])[F:18])=[CH:9][C:3]=2[CH2:1][CH3:2])=[O:34])=[CH:31][C:30]=1[CH3:38])#[N:28]. Procedure: 2-Ethyl-4-(1,1,1,2,3,3,3-heptafluoropropan-2-yl)-6-methylaniline (1.7 g) and pyridine (0.88 g) were dissolved in tetrahydrofuran (30 ml). To the solution, the crude product of 4-cyano-3-methylbenzoyl chloride (1.0 g) and 4-dimethylaminopyridine (0.03 g) were added and the mixture was stirred under heating at 50° C. for 2 hours. After adjusting to room temperature, the reaction solution was diluted with water and extracted twice with ethyl acetate. The organic phases were combined, washed with 2N...